This data is from the Open Reaction Database (ORD), a public repository of structured organic reaction records. The task is: describe an organic reaction: reactants, conditions, products, and yield Starting materials: ClC1=C(C(=O)Cl)C=C(C(=C1)F)[N+](=O)[O-] (2-Chloro-4-fluoro-5-nitrobenzoyl chloride), C1(CCCC1)N (cyclopentylamine), TEA. Solvent: C(Cl)Cl (DCM), C(Cl)Cl (DCM). Run at time 12 hour. Yields the product ClC1=C(C(=O)NC2CCCC2)C=C(C(=C1)F)[N+](=O)[O-] (2-chloro-N-cyclopentyl-4-fluoro-5-nitrobenzamide), ClC1=C(C(=O)NC2CCCC2)C=C(C(=C1)NC1CCCC1)[N+](=O)[O-] (2-chloro-N-cyclopentyl-4-cyclopentylamino-5-nitrobenzamide). Isolated yield 14.0%. Reaction SMILES: [Cl:1][C:2]1[CH:10]=[C:9]([F:11])[C:8]([N+:12]([O-:14])=[O:13])=[CH:7][C:3]=1[C:4](Cl)=[O:5].[CH:15]1([NH2:20])[CH2:19][CH2:18][CH2:17][CH2:16]1>C(Cl)Cl>[Cl:1][C:2]1[CH:10]=[C:9]([F:11])[C:8]([N+:12]([O-:14])=[O:13])=[CH:7][C:3]=1[C:4]([NH:20][CH:15]1[CH2:19][CH2:18][CH2:17][CH2:16]1)=[O:5].[Cl:1][C:2]1[CH:10]=[C:9]([NH:20][CH:15]2[CH2:19][CH2:18][CH2:17][CH2:16]2)[C:8]([N+:12]([O-:14])=[O:13])=[CH:7][C:3]=1[C:4]([NH:20][CH:15]1[CH2:19][CH2:18][CH2:17][CH2:16]1)=[O:5]. Procedure details: 2-Chloro-4-fluoro-5-nitrobenzoyl chloride (1.5 g, 6.30 mmol) was added to a mixture of cyclopentylamine (430 L, 12.6 mmol), TEA (1.76 mL, 12.6 mmol) and DCM (30 mL) at −20° C. After 12 h at rt, the mixture was diluted with DCM and washed with NH4OH (aq sat). The organic layer was washed with H2O and brine, dried over Na2SO4, concentrated and purified by HPLC to afford 510 mg (28%) of 2-chloro-N-cyclopentyl-4-fluoro-5-nitrobenzamide and 300 mg (14%) of 2-chloro-N-cyclopentyl-4-cyclopentylamino-5-...